From a dataset of the Open Reaction Database (ORD), a public repository of structured organic reaction records. describe an organic reaction: reactants, conditions, products, and yield The reactants are CCO, NN, O, N#Cc1cnc2nnn(Cc3ccc4ncccc4c3)c2n1. Product: NN=C(N)c1cnc2nnn(Cc3ccc4ncccc4c3)c2n1. As a reaction SMILES: [CH3:26][CH2:27][OH:28].[NH2:24][NH2:25].[OH2:23].[n:1]1[cH:2][cH:3][cH:4][c:5]2[cH:6][c:7]([CH2:11][n:12]3[n:13][n:14][c:15]4[c:16]3[n:17][c:18]([C:21]#[N:22])[cH:19][n:20]4)[cH:8][cH:9][c:10]12>>[n:1]1[cH:2][cH:3][cH:4][c:5]2[cH:6][c:7]([CH2:11][n:12]3[n:13][n:14][c:15]4[c:16]3[n:17][c:18]([C:21]([NH2:22])=[N:24][NH2:25])[cH:19][n:20]4)[cH:8][cH:9][c:10]12. Procedure details: The title compound was prepared using standard chemical manipulations and procedures similar to those used for the preparation of compound 1.1, except 6-bromo-[1,2,4]triazolo[4,3-a]pyridine was used in place of 4-bromobenzonitrile. m/z (ES+) 303 (M+H)+. The reactants are C(#N)C1=CC=C(C=C1)C1CCN(CC1)C(=O)OC(C)(C)C (tert-butyl 4-(4-cyanophenyl)piperidine-1-carboxylate), BrC=1C=CC=2N(C1)C=NN2 (6-bromo-[1,2,4]triazolo[4,3-a]pyridine). The product is N=1N=CN2C1C=CC(=C2)C2CCN(CC2)C(=O)OC(C)(C)C (t-Butyl 4-([1,2,4]triazolo[4,3-a]pyridin-6-yl)piperidine-1-carboxylate). As a reaction SMILES: C([C:3]1[CH:8]=[CH:7][C:6]([CH:9]2[CH2:14][CH2:13][N:12]([C:15]([O:17][C:18]([CH3:21])([CH3:20])[CH3:19])=[O:16])[CH2:11][CH2:10]2)=[CH:5]C=1)#N.BrC1C=CC2[N:27]([CH:29]=[N:30][N:31]=2)C=1>>[N:31]1[N:30]=[CH:29][N:27]2[CH:5]=[C:6]([CH:9]3[CH2:10][CH2:11][N:12]([C:15]([O:17][C:18]([CH3:19])([CH3:20])[CH3:21])=[O:16])[CH2:13][CH2:14]3)[CH:7]=[CH:8][C:3]=12. Starting materials: CCC1CC(C(CN2CC(=O)N(c3ccccc3C)CC2(C)C)NC(=O)OC(C)(C)C)OC1=O, CC(C)(C)CN, Oc1ccccn1. Yields the product CCC(CC(O)C(CN1CC(=O)N(c2ccccc2C)CC1(C)C)NC(=O)OC(C)(C)C)C(=O)NCC(C)(C)C. As a reaction SMILES: [C:8]([CH3:9])([CH3:10])([CH3:11])[O:12][C:13]([NH:14][CH:15]([CH2:16][N:17]1[C:18]([CH3:31])([CH3:32])[CH2:19][N:20]([c:24]2[c:25]([CH3:30])[cH:26][cH:27][cH:28][cH:29]2)[C:21](=[O:23])[CH2:22]1)[CH:33]1[O:34][C:35](=[O:40])[CH:36]([CH2:38][CH3:39])[CH2:37]1)=[O:41].[CH3:42][C:43]([CH2:44][NH2:45])([CH3:46])[CH3:47].[OH:1][c:2]1[cH:3][cH:4][cH:5][cH:6][n:7]1>>[C:8]([CH3:9])([CH3:10])([CH3:11])[O:12][C:13]([NH:14][CH:15]([CH2:16][N:17]1[C:18]([CH3:31])([CH3:32])[CH2:19][N:20]([c:24]2[c:25]([CH3:30])[cH:26][cH:27][cH:28][cH:29]2)[C:21](=[O:23])[CH2:22]1)[CH:33]([OH:34])[CH2:37][CH:36]([C:35](=[O:40])[NH:45][CH2:44][C:43]([CH3:42])([CH3:46])[CH3:47])[CH2:38][CH3:39])=[O:41]. Reactants: C(C)S (ethanethiol), NC1=CC(=C(C(=O)NCCN(CC)CC)C=C1Cl)OC (4-amino-5-chloro-N-[2-(diethylamino)ethyl]-2-methoxybenzamide), [H-].[Na+] (sodium hydride), [ 1965 ], [H][H] (hydrogen). Run in CN(C)C=O (DMF), CN(C)C=O (DMF). The product is Cl.NC1=CC(=C(C(=O)NCCN(CC)CC)C=C1Cl)O (4-Amino-5-chloro-N-[2-(diethylamino)ethyl]-2-hydroxybenzamide Hydrochloride). The yield is 196.1%. Reaction SMILES: [H-].[Na+].C(S)C.[H][H].[NH2:8][C:9]1[C:24]([Cl:25])=[CH:23][C:12]([C:13]([NH:15][CH2:16][CH2:17][N:18]([CH2:21][CH3:22])[CH2:19][CH3:20])=[O:14])=[C:11]([O:26]C)[CH:10]=1>CN(C=O)C>[ClH:25].[NH2:8][C:9]1[C:24]([Cl:25])=[CH:23][C:12]([C:13]([NH:15][CH2:16][CH2:17][N:18]([CH2:19][CH3:20])[CH2:21][CH3:22])=[O:14])=[C:11]([OH:26])[CH:10]=1 |f:0.1,6.7|. Reported procedure: To a cooled (<10°) stirred suspension of sodium hydride (57.44 g of 60%, 1.436 moles) in DMF (1275 ml) was added dropwise a cold solution of ethanethiol (89.22 g, 1.436 moles) in DMF (250 ml). After hydrogen evolution had ceased 4-amino-5-chloro-N-[2-(diethylamino)ethyl]-2-methoxybenzamide (287.0 g, 0.957 moles) (prepared according to U.S. Pat. No. 3,357,978 [1965]) was added and the mixture was heated in an oil bath at 100°-105° for 90 minutes. The solvent was removed in vacuo and the residue p... Reactants: [Cl-], O=C(Cl)C(=O)Cl, ClCCl, O=C(O)C=Cc1ccc(F)cc1, NS(N)(=O)=O, [Na+], CN(C)C=O, [OH-], O=S1(=O)CCCC1. Yields the product N#CC=Cc1ccc(F)cc1. As a reaction SMILES: [Cl-:19].[Cl:13][C:14]([C:15]([Cl:16])=[O:17])=[O:18].[Cl:34][CH2:35][Cl:36].[F:1][c:2]1[cH:3][cH:4][c:5]([CH:8]=[CH:9][C:10]([OH:11])=[O:12])[cH:6][cH:7]1.[NH2:27][S:28](=[O:29])(=[O:30])[NH2:31].[Na+:33].[O:37]=[CH:38][N:39]([CH3:40])[CH3:41].[OH-:32].[S:20]1(=[O:25])(=[O:26])[CH2:21][CH2:22][CH2:23][CH2:24]1>>[F:1][c:2]1[cH:3][cH:4][c:5]([CH:8]=[CH:9][C:10]#[N:27])[cH:6][cH:7]1. Reactants: Nc1cncc(Br)c1, CCOC=C(C(=O)OCC)C(=O)OCC, Cc1ccccc1. Product: CCOC(=O)C(=CNc1cncc(Br)c1)C(=O)OCC. RXN SMILES: [Br:1][c:2]1[cH:3][c:4]([NH2:8])[cH:5][n:6][cH:7]1.[CH2:9]([O:10][CH:12]=[C:13]([C:14](=[O:15])[O:16][CH2:17][CH3:18])[C:19](=[O:20])[O:21][CH2:22][CH3:23])[CH3:11].[CH3:24][c:25]1[cH:26][cH:27][cH:28][cH:29][cH:30]1>>[Br:1][c:2]1[cH:3][c:4]([NH:8][CH:12]=[C:13]([C:14](=[O:15])[O:16][CH2:17][CH3:18])[C:19](=[O:20])[O:21][CH2:22][CH3:23])[cH:5][n:6][cH:7]1. Starting materials: C([O-])([O-])=O.[Na+].[Na+] (sodium carbonate), NCC1N(CCC1)CC (2-aminomethyl-1 ethyl pyrrolidine), Cl.ClC1=CC=C2C(=CC=NC2=C1)NC1=CC=C(C=C1)S(=O)(=O)Cl (4-(7-Chloro-4-quinolinylamino)benzenesulphonyl chloride hydrochloride), ice. Solvent: C(Cl)(Cl)Cl (chloroform). Yields the product ClC1=CC=C2C(=CC=NC2=C1)NC1=CC=C(C=C1)S(=O)(=O)NCC1N(CCC1)CC (4-(7-Chloro-4-quinolinylamino)-N-[(1-ethyl-2-pyrrolidinyl)-methyl]benzenesulphonamide). Yield: 39.3%. As a reaction SMILES: Cl.[Cl:2][C:3]1[CH:12]=[C:11]2[C:6]([C:7]([NH:13][C:14]3[CH:19]=[CH:18][C:17]([S:20](Cl)(=[O:22])=[O:21])=[CH:16][CH:15]=3)=[CH:8][CH:9]=[N:10]2)=[CH:5][CH:4]=1.C(=O)([O-])[O-].[Na+].[Na+].[NH2:30][CH2:31][CH:32]1[CH2:36][CH2:35][CH2:34][N:33]1[CH2:37][CH3:38]>C(Cl)(Cl)Cl>[Cl:2][C:3]1[CH:12]=[C:11]2[C:6]([C:7]([NH:13][C:14]3[CH:19]=[CH:18][C:17]([S:20]([NH:30][CH2:31][CH:32]4[CH2:36][CH2:35][CH2:34][N:33]4[CH2:37][CH3:38])(=[O:22])=[O:21])=[CH:16][CH:15]=3)=[CH:8][CH:9]=[N:10]2)=[CH:5][CH:4]=1 |f:0.1,2.3.4|. Procedure details: 4-(7-Chloro-4-quinolinylamino)benzenesulphonyl chloride hydrochloride (23.4 g, 0.06 mol) was added portionwise to a well stirred mixture of aqueous sodium carbonate (60 g in 600 ml water) and 2-aminomethyl-1 ethyl pyrrolidine (7.8 g, 0.06 mol) in chloroform (600 ml) at about 10° C. The ice bath used for cooling was removed and, after 11/2 hours, the mixture was filtered. The chloroform layer was separated and dried (MgSO4). Concentration under reduced pressure caused precipitation of a solid, wh... Starting materials: [OH-].[Na+] (sodium hydroxide), Cl (hydrochloric acid), C[O-].[Na+] (sodium methoxide), COC1=CC=C(C=C1)O (4-methoxyphenol), BrC(C(=O)OC)C1=CC=CC=C1 (methyl α-bromophenylacetate). The solvent is O (water), CO (methanol). Reaction conditions: time 2 hour. Product: COC1=CC=C(OC(C(=O)O)C2=CC=CC=C2)C=C1 (α-(4-methoxyphenoxy)-phenylacetic acid). Reaction SMILES: C[O-].[Na+].[CH3:4][O:5][C:6]1[CH:11]=[CH:10][C:9]([OH:12])=[CH:8][CH:7]=1.Br[CH:14]([C:19]1[CH:24]=[CH:23][CH:22]=[CH:21][CH:20]=1)[C:15]([O:17]C)=[O:16].[OH-].[Na+].Cl>CO.O>[CH3:4][O:5][C:6]1[CH:11]=[CH:10][C:9]([O:12][CH:14]([C:19]2[CH:24]=[CH:23][CH:22]=[CH:21][CH:20]=2)[C:15]([OH:17])=[O:16])=[CH:8][CH:7]=1 |f:0.1,4.5|. Reported procedure: The starting material is prepared as follows: To the solution of 1,032 g of sodium methoxide in 12,000 ml of methanol 2,361 g of 4-methoxyphenol are added while stirring under nitrogen at 40°. After 30 minutes 4,100 g of methyl α-bromophenylacetate are added during 10 minutes and the mixture is refluxed for 5 hours. It is combined with 14,000 ml of 2 N aqueous sodium hydroxide and refluxing is continued for an additional hour. The mixture is stirred at room temperature overnight, diluted with 14...